From a dataset of the Open Reaction Database (ORD), a public repository of structured organic reaction records. describe an organic reaction: reactants, conditions, products, and yield Starting materials: CC(CC1=C(C=CC(=N1)COC=1C(=C(C=CC1)CCC(=O)OCC)OC)C1=C(C=CC(=C1)OC)F)(C)C (ethyl 3-(3-((6-(2,2-dimethylpropyl)-5-(2-fluoro-5-methoxyphenyl)pyridin-2-yl)methoxy)-2-methoxyphenyl)propanoate), [OH-].[Na+] (sodium hydroxide). Solvent: CO (methanol), C1CCOC1 (THF). Run at time 15 hour. Product: CC(CC1=C(C=CC(=N1)COC=1C(=C(C=CC1)CCC(=O)O)OC)C1=C(C=CC(=C1)OC)F)(C)C (3-(3-((6-(2,2-dimethylpropyl)-5-(2-fluoro-5-methoxyphenyl)pyridin-2-yl)methoxy)-2-methoxyphenyl)propanoic acid). The yield is 64.7%. RXN SMILES: [CH3:1][C:2]([CH3:37])([CH3:36])[CH2:3][C:4]1[N:9]=[C:8]([CH2:10][O:11][C:12]2[C:13]([O:25][CH3:26])=[C:14]([CH2:18][CH2:19][C:20]([O:22]CC)=[O:21])[CH:15]=[CH:16][CH:17]=2)[CH:7]=[CH:6][C:5]=1[C:27]1[CH:32]=[C:31]([O:33][CH3:34])[CH:30]=[CH:29][C:28]=1[F:35].[OH-].[Na+]>CO.C1COCC1>[CH3:1][C:2]([CH3:37])([CH3:36])[CH2:3][C:4]1[N:9]=[C:8]([CH2:10][O:11][C:12]2[C:13]([O:25][CH3:26])=[C:14]([CH2:18][CH2:19][C:20]([OH:22])=[O:21])[CH:15]=[CH:16][CH:17]=2)[CH:7]=[CH:6][C:5]=1[C:27]1[CH:32]=[C:31]([O:33][CH3:34])[CH:30]=[CH:29][C:28]=1[F:35] |f:1.2|. Procedure: To a solution of ethyl 3-(3-((6-(2,2-dimethylpropyl)-5-(2-fluoro-5-methoxyphenyl)pyridin-2-yl)methoxy)-2-methoxyphenyl)propanoate (450 mg) in methanol (4.0 mL) and THF (8.0 mL) was added 1N aqueous sodium hydroxide solution (8.0 mL), and the mixture was stirred at room temperature 15 hr. The reaction mixture was concentrated under reduced pressure, and 1N hydrochloric acid was added to the residue to adjust to pH<4. The reaction mixture was extracted with ethyl acetate, and the extract was washe... Starting materials: CCCN(C(=O)OC(C)(C)C)c1cccc(NC(=O)CN2N=C(C3CCCCC3)c3ccccc3N(CC(=O)C(C)(C)C)C2=O)c1, Cl, C1COCCO1. The product is Cl, CCCNc1cccc(NC(=O)CN2N=C(C3CCCCC3)c3ccccc3N(CC(=O)C(C)(C)C)C2=O)c1. RXN SMILES: [C:2]([O:3][C:4](=[O:5])[N:8]([CH2:9][CH2:10][CH3:11])[c:12]1[cH:13][c:14]([NH:18][C:19]([CH2:20][N:21]2[C:22](=[O:45])[N:23]([CH2:38][C:39]([C:40]([CH3:41])([CH3:42])[CH3:43])=[O:44])[c:24]3[c:25]([cH:34][cH:35][cH:36][cH:37]3)[C:26]([CH:28]3[CH2:29][CH2:30][CH2:31][CH2:32][CH2:33]3)=[N:27]2)=[O:46])[cH:15][cH:16][cH:17]1)([CH3:6])([CH3:7])[CH3:47].[ClH:1].[O:48]1[CH2:49][CH2:50][O:51][CH2:52][CH2:53]1>>[ClH:1].[NH:8]([CH2:9][CH2:10][CH3:11])[c:12]1[cH:13][c:14]([NH:18][C:19]([CH2:20][N:21]2[C:22](=[O:45])[N:23]([CH2:38][C:39]([C:40]([CH3:41])([CH3:42])[CH3:43])=[O:44])[c:24]3[c:25]([cH:34][cH:35][cH:36][cH:37]3)[C:26]([CH:28]3[CH2:29][CH2:30][CH2:31][CH2:32][CH2:33]3)=[N:27]2)=[O:46])[cH:15][cH:16][cH:17]1. Starting materials: COCNC(=O)C1=NC=C(C=C1N(S(=O)(=O)C1=CC(=C(C=C1)Cl)C(F)(F)F)COC)Cl (5-Chloro-3-[methoxymethyl-(4-chloro-3-trifluoromethyl-benzenesulfonyl)-amino]-pyridine-2-carboxylic acid methoxymethyl-amide), CON(C(=O)C1=NC=C(C=C1NS(=O)(=O)C1=CC(=C(C=C1)Cl)C(F)(F)F)C)C (3-(4-chloro-3-trifluoromethyl-benzenesulfonylamino)-5-methyl-pyridine-2-carboxylic acid methoxy-methyl-amide), C([O-])([O-])=O.[K+].[K+] (potassium carbonate), COCCl (methoxymethyl chloride), white solid. Run in C1CCOC1 (THF). Product: CON(C(=O)C1=NC=C(C=C1N(COC)S(=O)(=O)C1=CC(=C(C=C1)Cl)C(F)(F)F)C)C (3-[(4-Chloro-3-trifluoromethyl-benzenesulfonyl)-methoxymethyl-amino]-5-methyl-pyridine-2-carboxylic acid methoxy-methyl-amide). Reaction SMILES: [CH3:1][O:2][N:3]([CH3:28])[C:4]([C:6]1[C:11]([NH:12][S:13]([C:16]2[CH:21]=[CH:20][C:19]([Cl:22])=[C:18]([C:23]([F:26])([F:25])[F:24])[CH:17]=2)(=[O:15])=[O:14])=[CH:10][C:9]([CH3:27])=[CH:8][N:7]=1)=[O:5].C(=O)([O-])[O-].[K+].[K+].[CH3:35][O:36][CH2:37]Cl.COCNC(C1C(N(COC)S(C2C=CC(Cl)=C(C(F)(F)F)C=2)(=O)=O)=CC(Cl)=CN=1)=O>C1COCC1>[CH3:1][O:2][N:3]([CH3:28])[C:4]([C:6]1[C:11]([N:12]([S:13]([C:16]2[CH:21]=[CH:20][C:19]([Cl:22])=[C:18]([C:23]([F:26])([F:24])[F:25])[CH:17]=2)(=[O:15])=[O:14])[CH2:35][O:36][CH3:37])=[CH:10][C:9]([CH3:27])=[CH:8][N:7]=1)=[O:5] |f:1.2.3|. Procedure details: Prepared from 223 mg (0.51 mmol) of 3-(4-chloro-3-trifluoromethyl-benzenesulfonylamino)-5-methyl-pyridine-2-carboxylic acid methoxy-methyl-amide, 352 mg of potassium carbonate and 116 μL of methoxymethyl chloride in 1 mL THF using the procedure used to prepare Intermediate 12. Yield: 200 mg of a white solid. LC-MSD, m/z for C18H19ClF3N3O5S [M+H]+=482.0, 484.0; HPLC retention time: 2.5 minutes. The reactants are F[C@H]1C[C@H](N(C1)C(=O)OC(C)(C)C)C(N[C@H]1CC[C@@H]2CNC[C@@H]21)=O ((2S,4S)-tert-butyl 4-fluoro-2-((3aR,4S,6aS)-octahydrocyclopenta[c]pyrrol-4-ylcarbamoyl)pyrrolidine-1-carboxylate), ClC1=NC(=NC=C1)C(F)(F)F (4-chloro-2-(trifluoromethyl)pyrimidine), BrC1=NC=CC(=C1)C(F)(F)F (2-bromo-4-(trifluoromethyl)pyridine). Product: CN[C@@H](CC(C)C)C(=O)N[C@H]1CC[C@@H]2CN(C[C@@H]21)C2=NC(=NC=C2)C(F)(F)F (N2-methyl-N-{(3aR,4S,6aS)-2-[2-(trifluoromethyl)pyrimidin-4-yl]octahydrocyclopenta[c]pyrrol-4-yl}-L-leucinamide). As a reaction SMILES: F[C@@H:2]1[CH2:6][N:5]([C:7](OC(C)(C)C)=O)[C@H:4]([C:14](=[O:24])[NH:15][C@@H:16]2[C@@H:23]3[C@@H:19]([CH2:20][NH:21][CH2:22]3)[CH2:18][CH2:17]2)[CH2:3]1.Cl[C:26]1[CH:31]=[CH:30][N:29]=[C:28]([C:32]([F:35])([F:34])[F:33])[N:27]=1.Br[C:37]1C=C(C(F)(F)F)C=CN=1>>[CH3:7][NH:5][C@H:4]([C:14]([NH:15][C@@H:16]1[C@@H:23]2[C@@H:19]([CH2:20][N:21]([C:26]3[CH:31]=[CH:30][N:29]=[C:28]([C:32]([F:35])([F:34])[F:33])[N:27]=3)[CH2:22]2)[CH2:18][CH2:17]1)=[O:24])[CH2:3][CH:2]([CH3:6])[CH3:37]. Procedure details: The title compound was prepared by substituting tert-butyl methyl((S)-4-methyl-1-((3aR,4S,6aS)-octahydrocyclopenta[c]pyrrol-4-ylamino)-1-oxopentan-2-yl)carbamate from Example 619 Step 1 for (2S,4S)-tert-butyl 4-fluoro-2-((3aR,4S,6aS)-octahydrocyclopenta[c]pyrrol-4-ylcarbamoyl)pyrrolidine-1-carboxylate and 4-chloro-2-(trifluoromethyl)pyrimidine for 2-bromo-4-(trifluoromethyl)pyridine in the procedure described in Example 637: 1H NMR (400 MHz, pyridine-d5) δ ppm 8.23 (d, J=6.1, 1H), 7.73 (dd, J=6.... Procedure details: 1-Diethylphosphono-2-phenylacetylene was deesterified with TMSBr as described in Step D, Example 1, to provide the title compound (no. 16.01) as a solid. HPLC Rt=3.75 min; negative ion electrospray MS M−1 found: 181. The reactants are C(C)OP(=O)(OCC)C#CC1=CC=CC=C1 (1-Diethylphosphono-2-phenylacetylene), C[Si](C)(C)Br (TMSBr). The product is P(=O)(O)(O)C#CC1=CC=CC=C1 (1-Phosphono-2-phenylacetylene). As a reaction SMILES: C([O:3][P:4]([C:9]#[C:10][C:11]1[CH:16]=[CH:15][CH:14]=[CH:13][CH:12]=1)([O:6]CC)=[O:5])C.C[Si](Br)(C)C>>[P:4]([C:9]#[C:10][C:11]1[CH:16]=[CH:15][CH:14]=[CH:13][CH:12]=1)([OH:6])([OH:5])=[O:3].